From a dataset of the Open Reaction Database (ORD), a public repository of structured organic reaction records. describe an organic reaction: reactants, conditions, products, and yield Starting materials: OC1=C(C2=C(N(C(=N2)COC2=CC=C(CC3C(NC(S3)=O)=O)C=C2)C)C(=C1C)C)C (5-[4-(5-hydroxy-1,4,6,7-tetramethylbenzimidazol-2-ylmethoxy)benzyl]thiazolidine-2,4-dione), solution, Cl (hydrogen chloride). Solvent: C(C)(=O)OCC (ethyl acetate). Conditions: time 3 hour. Yields the product Cl.OC1=C(C2=C(N(C(=N2)COC2=CC=C(CC3C(NC(S3)=O)=O)C=C2)C)C(=C1C)C)C (5-[4-(5-Hydroxy-1,4,6,7-tetramethylbenzimidazol-2-ylmethoxy)benzyl]thiazolidine-2,4-dione hydrochloride). Reaction SMILES: [OH:1][C:2]1[C:27]([CH3:28])=[C:26]([CH3:29])[C:5]2[N:6]([CH3:25])[C:7]([CH2:9][O:10][C:11]3[CH:24]=[CH:23][C:14]([CH2:15][CH:16]4[S:20][C:19](=[O:21])[NH:18][C:17]4=[O:22])=[CH:13][CH:12]=3)=[N:8][C:4]=2[C:3]=1[CH3:30].[ClH:31]>C(OCC)(=O)C>[ClH:31].[OH:1][C:2]1[C:27]([CH3:28])=[C:26]([CH3:29])[C:5]2[N:6]([CH3:25])[C:7]([CH2:9][O:10][C:11]3[CH:24]=[CH:23][C:14]([CH2:15][CH:16]4[S:20][C:19](=[O:21])[NH:18][C:17]4=[O:22])=[CH:13][CH:12]=3)=[N:8][C:4]=2[C:3]=1[CH3:30] |f:3.4|. Procedure details: A suspension of 0.12 g of 5-[4-(5-hydroxy-1,4,6,7-tetramethylbenzimidazol-2-ylmethoxy)benzyl]thiazolidine-2,4-dione (prepared as described in Example 3) in 3 ml of a 4N solution of hydrogen chloride in ethyl acetate was stirred for 3 hours at room temperature, after which it was allowed to stand overnight. Insoluble substances were collected by filtration and washed with tetrahydrofuran, with ethyl acetate and with diethyl ether, in that order, to give 0.11 g of the title compound, melting at 22... As a reaction SMILES: [CH3:1][C:2]1([CH2:7][CH:8]([CH2:11][C:12]2[CH:17]=[CH:16][C:15]([O:18][CH2:19][CH2:20][CH2:21][CH2:22][CH2:23][CH2:24][CH2:25][CH2:26][CH2:27][CH2:28][CH2:29][CH2:30][CH2:31][CH3:32])=[CH:14][CH:13]=2)[CH2:9][OH:10])OCC[O:3]1.Cl>O1CCOCC1>[OH:10][CH2:9][CH:8]([CH2:11][C:12]1[CH:17]=[CH:16][C:15]([O:18][CH2:19][CH2:20][CH2:21][CH2:22][CH2:23][CH2:24][CH2:25][CH2:26][CH2:27][CH2:28][CH2:29][CH2:30][CH2:31][CH3:32])=[CH:14][CH:13]=1)[CH2:7][C:2](=[O:3])[CH3:1]. Product: OCC(CC(C)=O)CC1=CC=C(C=C1)OCCCCCCCCCCCCCC (4-(Hydroxymethyl)-5 -[4-(tetradecyloxy)phenyl]-2-pentanone). Run at time 3 hour. Procedure details: A mixture of about 12.0 g of 2-methyl-β-[[4-(tetradecyloxy)phenyl]methyl]-1,3-dioxolane-2-propanol, about 50 ml of about 1N hydrochloric acid and about 300 ml of dioxane was stirred for about 3 hours. The dioxane was then removed, the residue diluted with water and extracted with ether. The ether extract was washed with saturated aqueous sodium bicarbonate, dried and the solvent removed, giving an oil, which crystallized on standing, giving about 10.5 g of the desired title compound. Yield: 97.0%. The solvent is O1CCOCC1 (dioxane). Starting materials: CC1(OCCO1)CC(CO)CC1=CC=C(C=C1)OCCCCCCCCCCCCCC (2-methyl-β-[[4-(tetradecyloxy)phenyl]methyl]-1,3-dioxolane-2-propanol), Cl (hydrochloric acid). The reactants are CC1=CC=C(C=C1)C1=CC(=CC(=C1)OC1=NC=CC=N1)C(=O)OC (methyl 4′-methyl-5-(pyrimidin-2-yloxy)biphenyl-3-carboxylate), [OH-].[Li+] (lithium hydroxide), Cl (HCl). Run in O1CCCC1 (tetrahydrofuran). Conditions: time 8 hour. Product: CC1=CC=C(C=C1)C1=CC(=CC(=C1)OC1=NC=CC=N1)C(=O)O (4′-Methyl-5-(pyrimidin-2-yloxy)biphenyl-3-carboxylic acid). Reaction SMILES: [CH3:1][C:2]1[CH:7]=[CH:6][C:5]([C:8]2[CH:13]=[C:12]([O:14][C:15]3[N:20]=[CH:19][CH:18]=[CH:17][N:16]=3)[CH:11]=[C:10]([C:21]([O:23]C)=[O:22])[CH:9]=2)=[CH:4][CH:3]=1.[OH-].[Li+].Cl>O1CCCC1>[CH3:1][C:2]1[CH:7]=[CH:6][C:5]([C:8]2[CH:13]=[C:12]([O:14][C:15]3[N:20]=[CH:19][CH:18]=[CH:17][N:16]=3)[CH:11]=[C:10]([C:21]([OH:23])=[O:22])[CH:9]=2)=[CH:4][CH:3]=1 |f:1.2|. Reported procedure: To a stirred solution of methyl 4′-methyl-5-(pyrimidin-2-yloxy)biphenyl-3-carboxylate (60 mg, 0.19 mmol) in tetrahydrofuran (3 mL) was added 2.5 M aqueous lithium hydroxide solution (0.77 mL, 1.9 mmol). The mixture was stirred at room temperature overnight, and then acidified to pH=5 by addition of 2N aqueous HCl and extracted with EtOAc (50 mL). The organic layer was separated, dried over sodium sulfate, filtered and concentrated to afford the title product. 1H NMR (CD3OD, 400 MHz): 8.63 (d, 2H... Reactants: C(C)(C)(C)ONC(=O)C=1C=C(C#N)C=CC1 (3-(t-butoxycarbamoyl)benzonitrile), aqueous solution, NO (NH2OH), C(C)(C)N(CC)C(C)C (diisopropylethyl amine), ClCC(=O)Cl (chloroacetyl chloride). Reagents/catalysts: CN(C)C=1C=CN=CC1 (DMAP). Solvent: CCO (EtOH), C(Cl)Cl (CH2Cl2), CN(C)C=O (DMF), CCOC(=O)C (EtOAc). Reaction conditions: temperature 85 celsius, time 1 hour. Product: ClCC1=NC(=NO1)C1=CC(=CC=C1)C(NOC(C)(C)C)=O (5-chloromethyl-3-(3-(t-butoxy-carbamoyl)phenyl)-[1,2,4]-oxadiazole). Isolated yield 70.4%. Reaction SMILES: [C:1]([O:5][NH:6][C:7]([C:9]1[CH:10]=[C:11]([CH:14]=[CH:15][CH:16]=1)[C:12]#[N:13])=[O:8])([CH3:4])([CH3:3])[CH3:2].NO.C([N:22](C(C)C)CC)(C)C.[Cl:28][CH2:29][C:30](Cl)=[O:31]>CCO.CN(C1C=CN=CC=1)C.C(Cl)Cl.CCOC(C)=O.CN(C=O)C>[Cl:28][CH2:29][C:30]1[O:31][N:22]=[C:12]([C:11]2[CH:14]=[CH:15][CH:16]=[C:9]([C:7](=[O:8])[NH:6][O:5][C:1]([CH3:4])([CH3:2])[CH3:3])[CH:10]=2)[N:13]=1. Reported procedure: To a solution of 2 g (9.17 mmol, 1.0 eq.) of 3-(t-butoxycarbamoyl)benzonitrile in 25 mL of EtOH was added 0.84 mL (13.76 mmol, 1.5 eq.) of 50% aqueous solution of NH2OH. The reaction was placed in an oil bath at 80° C. and heated to 85° C. for 4 h. The solvent was removed in vacuo, and residual water was removed by azeotroping the residue with THF-toluene. Without purification, the crude hydroxyamidine (Rf=0.1 in 10% Et2O—CH2Cl2) was dissolved in 45 mL of DMF and 2.1 mL (12 mmol, 1.3 eq.) of dii... The reactants are CC(C)CSSCC(=O)O, ClCCl, CN1CCOCC1, CO, CC(C)COC(=O)Cl, Nc1ccc2ncnc(Nc3cccc(Br)c3)c2c1, C1CCOC1. The product is CC(C)CSSCC(=O)Nc1ccc2ncnc(Nc3cccc(Br)c3)c2c1. As a reaction SMILES: [CH2:1]([CH:2]([CH3:3])[CH3:4])[S:5][S:6][CH2:7][C:8](=[O:9])[OH:10].[CH2:50]([Cl:51])[Cl:52].[CH3:19][N:20]1[CH2:21][CH2:22][O:23][CH2:24][CH2:25]1.[CH3:53][OH:54].[Cl:11][C:12]([O:13][CH2:14][CH:15]([CH3:16])[CH3:17])=[O:18].[NH2:26][c:27]1[cH:28][c:29]2[c:30]([NH:37][c:38]3[cH:39][c:40]([Br:44])[cH:41][cH:42][cH:43]3)[n:31][cH:32][n:33][c:34]2[cH:35][cH:36]1.[O:45]1[CH2:46][CH2:47][CH2:48][CH2:49]1>>[CH2:1]([CH:2]([CH3:3])[CH3:4])[S:5][S:6][CH2:7][C:8](=[O:10])[NH:26][c:27]1[cH:28][c:29]2[c:30]([NH:37][c:38]3[cH:39][c:40]([Br:44])[cH:41][cH:42][cH:43]3)[n:31][cH:32][n:33][c:34]2[cH:35][cH:36]1. The reactants are C[Si](C)(C)[N-][Si](C)(C)C.[Li+] (lithium bis(trimethylsilyl)amide), C(#N)C1CN(C1)C(=O)OC(C)(C)C (tert-butyl 3-cyanoazetidine-1-carboxylate), ICC (iodoethane). Solvent: C1CCOC1 (THF). Reaction conditions: temperature -76 celsius, time 30 minute. The product is C(C)(C)(C)OC(=O)N1CC(C1)(CC)C#N (3-cyano-3-ethyl-azetidine-1-carboxylic acid tert-butyl ester). Isolated yield 90.8%. Reaction SMILES: [C:1]([CH:3]1[CH2:6][N:5]([C:7]([O:9][C:10]([CH3:13])([CH3:12])[CH3:11])=[O:8])[CH2:4]1)#[N:2].C[Si]([N-][Si](C)(C)C)(C)C.[Li+].I[CH2:25][CH3:26]>C1COCC1>[C:10]([O:9][C:7]([N:5]1[CH2:6][C:3]([C:1]#[N:2])([CH2:25][CH3:26])[CH2:4]1)=[O:8])([CH3:13])([CH3:12])[CH3:11] |f:1.2|. Procedure: In a 100 mL 2-neck round-bottomed flask, tert-butyl 3-cyanoazetidine-1-carboxylate (0.80 g, 4.4 mmol) was dissolved in THF (16 mL). The colorless solution was cooled to −76° C. and lithium bis(trimethylsilyl)amide (1.0M solution in THF, 4.8 mL, 4.8 mmol) was added dropwise over 20 min. The yellow solution was stirred at −76° C. for 30 min then iodoethane (0.50 mL, 6.2 mmol) was slowly added. The reaction mixture was stirred at −76° C. for 30 min and then warmed to room temperature and stirred fo... Yields the product C(C)(=O)N[C@H]1[C@@H](C[C@@H](C[C@@H]1C)C1=C(C=NC=C1)NC(C1=NC(=C(C=C1)F)C1=C(C=CC=C1F)F)=O)N (N-(4-((1R,3R,4R,5S)-4-acetamido-3-amino-5-methylcyclohexyl)pyridin-3-yl)-6-(2,6-difluorophenyl)-5-fluoropicolinamide). Reaction SMILES: [NH2:1][C@@H:2]1[C@@H:7]([CH3:8])[CH2:6][C@@H:5]([C:9]2[CH:14]=[CH:13][N:12]=[CH:11][C:10]=2[NH:15][C:16](=[O:32])[C:17]2[CH:22]=[CH:21][C:20]([F:23])=[C:19]([C:24]3[C:29]([F:30])=[CH:28][CH:27]=[CH:26][C:25]=3[F:31])[N:18]=2)[CH2:4][C@H:3]1[NH:33]C(=O)OC(C)(C)C.[C:41](OC(=O)C)(=[O:43])[CH3:42]>>[C:41]([NH:1][C@@H:2]1[C@@H:7]([CH3:8])[CH2:6][C@@H:5]([C:9]2[CH:14]=[CH:13][N:12]=[CH:11][C:10]=2[NH:15][C:16](=[O:32])[C:17]2[CH:22]=[CH:21][C:20]([F:23])=[C:19]([C:24]3[C:29]([F:30])=[CH:28][CH:27]=[CH:26][C:25]=3[F:31])[N:18]=2)[CH2:4][C@H:3]1[NH2:33])(=[O:43])[CH3:42]. Reported procedure: Method 4 was followed using tert-butyl ((1R,2R,3S,5R)-2-amino-5-(3-(6-(2,6-difluorophenyl)-5-fluoropicolinamido)pyridin-4-yl)-3-methylcyclohexyl)carbamate and acetic anhydride to give N-(4-((1R,3R,4R,5S)-4-acetamido-3-amino-5-methylcyclohexyl)pyridin-3-yl)-6-(2,6-difluorophenyl)-5-fluoropicolinamide in 13% yield. LC/MS (m/z)=498.3 (MH+), Rt=0.58 min. Isolated yield 13.0%. Starting materials: N[C@H]1[C@@H](C[C@@H](C[C@@H]1C)C1=C(C=NC=C1)NC(C1=NC(=C(C=C1)F)C1=C(C=CC=C1F)F)=O)NC(OC(C)(C)C)=O (tert-butyl ((1R,2R,3S,5R)-2-amino-5-(3-(6-(2,6-difluorophenyl)-5-fluoropicolinamido)pyridin-4-yl)-3-methylcyclohexyl)carbamate), C(C)(=O)OC(C)=O (acetic anhydride).